Dataset: the Open Reaction Database (ORD), a public repository of structured organic reaction records. Task: describe an organic reaction: reactants, conditions, products, and yield Starting materials: NN=C(c1ccccc1)c1ccccc1, CC(O)C(NC(=O)OC(C)(C)C)C(=O)O, CCOC(=O)N1c2ccccc2C=CC1OCC, CCOC(=O)N=NC(=O)OCC, c1ccc(P(c2ccccc2)c2ccccc2)cc1. Product: CC1C(NC(=O)OC(C)(C)C)C(=O)N1N=C(c1ccccc1)c1ccccc1. Reaction SMILES: [C:16]([c:17]1[cH:18][cH:19][cH:20][cH:21][cH:22]1)([c:23]1[cH:24][cH:25][cH:26][cH:27][cH:28]1)=[N:29][NH2:30].[C:1]([CH3:2])([CH3:3])([CH3:4])[O:5][C:6](=[O:7])[NH:8][CH:9]([CH:10]([CH3:12])[OH:14])[C:13](=[O:11])[OH:15].[CH2:31]([O:32][C:33]([N:34]1[c:35]2[c:36]([cH:37][cH:38][cH:39][cH:40]2)[CH:41]=[CH:42][CH:43]1[O:44][CH2:45][CH3:46])=[O:47])[CH3:48].[O:49]=[C:50]([O:51][CH2:52][CH3:53])[N:54]=[N:55][C:56]([O:57][CH2:58][CH3:59])=[O:60].[c:61]1([P:62]([c:63]2[cH:64][cH:65][cH:66][cH:67][cH:68]2)[c:69]2[cH:70][cH:71][cH:72][cH:73][cH:74]2)[cH:75][cH:76][cH:77][cH:78][cH:79]1>>[C:1]([CH3:2])([CH3:3])([CH3:4])[O:5][C:6](=[O:7])[NH:8][CH:9]1[CH:10]([CH3:12])[N:30]([N:29]=[C:16]([c:17]2[cH:18][cH:19][cH:20][cH:21][cH:22]2)[c:23]2[cH:24][cH:25][cH:26][cH:27][cH:28]2)[C:13]1=[O:15]. The reactants are CN1CCC(CC1)(O)C1=CC=CC=C1 (1-methyl-4-phenyl-4-piperidinol), [H-].[Na+] (sodium hydride), ClC1=NC=CN=C1 (2-chloropyrazine), O (water). The solvent is CS(=O)C (DMSO), CS(=O)C (DMSO). The product is CN1CCC(CC1)(OC1=NC=CN=C1)C1=CC=CC=C1 (2-(1-Methyl-4-phenyl-4-piperidinyloxy)pyrazine). Yield: 11.1%. RXN SMILES: [CH3:1][N:2]1[CH2:7][CH2:6][C:5]([C:9]2[CH:14]=[CH:13][CH:12]=[CH:11][CH:10]=2)([OH:8])[CH2:4][CH2:3]1.[H-].[Na+].Cl[C:18]1[CH:23]=[N:22][CH:21]=[CH:20][N:19]=1.O>CS(C)=O>[CH3:1][N:2]1[CH2:7][CH2:6][C:5]([C:9]2[CH:14]=[CH:13][CH:12]=[CH:11][CH:10]=2)([O:8][C:18]2[CH:23]=[N:22][CH:21]=[CH:20][N:19]=2)[CH2:4][CH2:3]1 |f:1.2|. Procedure details: A solution of 1-methyl-4-phenyl-4-piperidinol (7.65 g, 40 mM), in DMSO (100 ml) was treated with 50% sodium hydride dispersion (2.0 g, 40 mM) and the mixture warmed to 80° until a clear solution was obtained. After cooling to room temperature a solution of 2-chloropyrazine (5.6 g, 40 mM) in DMSO (10 ml) was added. After 48 hours the reaction mixture was poured on to water (400 ml), extracted with ether (3×250 ml), the organic phase dried and the solvents removed under reduced pressure. Recrystal... The reactants are N#Cc1cc(Cl)cc(Oc2cc(CCc3n[nH]c4ncccc34)[nH]c(=O)c2Cl)c1, COc1nc(C=Cc2nn(C(=O)OC(C)(C)C)c3ncccc23)cc(Oc2cc(Cl)cc(C#N)c2)c1Cl. Product: N#Cc1cc(Cl)cc(Oc2cc(CCc3n[nH]c4ncccc34)[nH]c(=O)c2)c1. Reaction SMILES: [Cl:1][c:2]1[cH:3][c:4]([C:5]#[N:6])[cH:7][c:8]([O:10][c:11]2[c:12]([Cl:29])[c:13](=[O:28])[nH:14][c:15]([CH2:17][CH2:18][c:19]3[n:20][nH:21][c:22]4[n:23][cH:24][cH:25][cH:26][c:27]34)[cH:16]2)[cH:9]1.[Cl:30][c:31]1[c:32]([O:33][c:34]2[cH:35][c:36]([C:37]#[N:38])[cH:39][c:40]([Cl:41])[cH:42]2)[cH:43][c:44]([CH:45]=[CH:46][c:47]2[c:48]3[c:49]([n:50][cH:51][cH:52][cH:53]3)[n:54]([C:55]([O:56][C:57]([CH3:58])([CH3:59])[CH3:60])=[O:61])[n:62]2)[n:63][c:64]1[O:65][CH3:66]>>[Cl:1][c:2]1[cH:3][c:4]([C:5]#[N:6])[cH:7][c:8]([O:10][c:11]2[cH:12][c:13](=[O:28])[nH:14][c:15]([CH2:17][CH2:18][c:19]3[n:20][nH:21][c:22]4[n:23][cH:24][cH:25][cH:26][c:27]34)[cH:16]2)[cH:9]1. Reactants: C(C)(=O)N1C(C(C2=CC(=C(C=C12)OC)OC)=C(C1=CC=CC=C1)OCC)=O (1-acetyl-3-(1-ethoxy-1-phenyl-methylidene)-5,6-dimethoxy-2-indolinone), NC1=CC=C(C(=O)OCC)C=C1 (ethyl 4-aminobenzoate). Product: C(C)OC(=O)C1=CC=C(N\C(\C2=CC=CC=C2)=C\2/C(NC3=CC(=C(C=C23)OC)OC)=O)C=C1 (3-(Z)-[1-(4-ethoxycarbonyl-anilino)-1-phenyl-methylidene]-5,6-dimethoxy-2-indolinone). RXN SMILES: C([N:4]1[C:12]2[C:7](=[CH:8][C:9]([O:15][CH3:16])=[C:10]([O:13][CH3:14])[CH:11]=2)[C:6](=[C:17](OCC)[C:18]2[CH:23]=[CH:22][CH:21]=[CH:20][CH:19]=2)[C:5]1=[O:27])(=O)C.[NH2:28][C:29]1[CH:39]=[CH:38][C:32]([C:33]([O:35][CH2:36][CH3:37])=[O:34])=[CH:31][CH:30]=1>>[CH2:36]([O:35][C:33]([C:32]1[CH:38]=[CH:39][C:29]([NH:28]/[C:17](=[C:6]2\[C:5](=[O:27])[NH:4][C:12]3[C:7]\2=[CH:8][C:9]([O:15][CH3:16])=[C:10]([O:13][CH3:14])[CH:11]=3)/[C:18]2[CH:23]=[CH:22][CH:21]=[CH:20][CH:19]=2)=[CH:30][CH:31]=1)=[O:34])[CH3:37]. Procedure details: Prepared from 1-acetyl-3-(1-ethoxy-1-phenyl-methylidene)-5,6-dimethoxy-2-indolinone and ethyl 4-aminobenzoate Reactants: COC(=O)C=Cc1ccc2c(c1)C(=O)CC1(CCN(CCc3cccc(OC)c3)CC1)O2, Cl. The product is COc1cccc(CCN2CCC3(CC2)CC(=O)c2cc(C=CC(=O)O)ccc2O3)c1. As a reaction SMILES: [CH3:1][O:2][C:3]([CH:4]=[CH:5][c:6]1[cH:7][c:8]2[c:13]([cH:14][cH:15]1)[O:12][C:11]1([CH2:10][C:9]2=[O:31])[CH2:16][CH2:17][N:18]([CH2:21][CH2:22][c:23]2[cH:24][c:25]([O:29][CH3:30])[cH:26][cH:27][cH:28]2)[CH2:19][CH2:20]1)=[O:32].[ClH:33]>>[O:2]=[C:3]([CH:4]=[CH:5][c:6]1[cH:7][c:8]2[c:13]([cH:14][cH:15]1)[O:12][C:11]1([CH2:10][C:9]2=[O:31])[CH2:16][CH2:17][N:18]([CH2:21][CH2:22][c:23]2[cH:24][c:25]([O:29][CH3:30])[cH:26][cH:27][cH:28]2)[CH2:19][CH2:20]1)[OH:32]. Starting materials: C[Si](C)(C)[N-][Si](C)(C)C, CCOC(C)=O, CCCCCC, [Cl-], [Li+], O=Cc1ccc([N+](=O)[O-])cc1, [NH4+], C1CCOC1. Yields the product CCOC(=O)CC(O)c1ccc([N+](=O)[O-])cc1. As a reaction SMILES: [CH3:13][Si:14]([N-:15][Si:16]([CH3:17])([CH3:18])[CH3:19])([CH3:20])[CH3:21].[CH3:1][CH2:2][O:3][C:4]([CH3:5])=[O:6].[CH3:7][CH2:8][CH2:9][CH2:10][CH2:11][CH3:12].[Cl-:34].[Li+:22].[N+:23](=[O:24])([O-:25])[c:26]1[cH:27][cH:28][c:29]([CH:30]=[O:31])[cH:32][cH:33]1.[NH4+:35].[O:36]1[CH2:37][CH2:38][CH2:39][CH2:40]1>>[CH3:1][CH2:2][O:3][C:4]([CH2:5][CH:30]([c:29]1[cH:28][cH:27][c:26]([N+:23](=[O:24])[O-:25])[cH:33][cH:32]1)[OH:31])=[O:6].